This data is from the Open Reaction Database (ORD), a public repository of structured organic reaction records. The task is: describe an organic reaction: reactants, conditions, products, and yield Reactants: CC(=O)OC(C)=O, O=CO, ClCCl, Cl, [H][H], NCC(=O)Nc1ccc(OCc2ccc(F)cc2)cc1F, [Na]. Yields the product O=CNCC(=O)Nc1ccc(OCc2ccc(F)cc2)cc1F. Reaction SMILES: [CH3:1][C:2](=[O:3])[O:4][C:5](=[O:6])[CH3:7].[CH:8]([OH:9])=[O:10].[Cl:33][CH2:34][Cl:35].[ClH:32].[H:37][H:38].[NH2:11][CH2:12][C:13](=[O:14])[NH:15][c:16]1[c:17]([F:31])[cH:18][c:19]([O:22][CH2:23][c:24]2[cH:25][cH:26][c:27]([F:30])[cH:28][cH:29]2)[cH:20][cH:21]1.[Na:36]>>[CH:2](=[O:3])[NH:11][CH2:12][C:13](=[O:14])[NH:15][c:16]1[c:17]([F:31])[cH:18][c:19]([O:22][CH2:23][c:24]2[cH:25][cH:26][c:27]([F:30])[cH:28][cH:29]2)[cH:20][cH:21]1. The reactants are FC1=C(C(=O)O)C=CC=C1 (2-fluoro benzoic acid), S(=O)(Cl)Cl (thionyl chloride), NCC=1C(=CC(=C(C1)C=1NC(N(N1)C1=CC=C(C=C1)Cl)=O)Cl)F (5-(5-(aminomethyl)-2-chloro-4-fluorophenyl)-2-(4-chlorophenyl)-2H-1,2,4-triazol-3 (4H)-one), CCN(C(C)C)C(C)C (DIPEA). Solvent: CN(C)C=O (DMF), C1CCOC1 (THF). Reaction conditions: time 3 hour. Yields the product ClC1=CC(=C(CNC(C2=C(C=CC=C2)F)=O)C=C1C1=NN(C(N1)=O)C1=CC=C(C=C1)Cl)F (N-(4-Chloro-5-(1-(4-chlorophenyl)-4,5-dihydro-5-oxo-1H-1,2,4-triazol-3-yl)-2-fluorobenzyl)-2-fluorobenzamide). Isolated yield 9.5%. Reaction SMILES: [F:1][C:2]1[CH:10]=[CH:9][CH:8]=[CH:7][C:3]=1[C:4]([OH:6])=O.S(Cl)(Cl)=O.[NH2:15][CH2:16][C:17]1[C:18]([F:37])=[CH:19][C:20]([Cl:36])=[C:21]([C:23]2[NH:24][C:25](=[O:35])[N:26]([C:28]3[CH:33]=[CH:32][C:31]([Cl:34])=[CH:30][CH:29]=3)[N:27]=2)[CH:22]=1.CCN(C(C)C)C(C)C>C1COCC1.CN(C=O)C>[Cl:36][C:20]1[C:21]([C:23]2[NH:24][C:25](=[O:35])[N:26]([C:28]3[CH:33]=[CH:32][C:31]([Cl:34])=[CH:30][CH:29]=3)[N:27]=2)=[CH:22][C:17]([CH2:16][NH:15][C:4](=[O:6])[C:3]2[CH:7]=[CH:8][CH:9]=[CH:10][C:2]=2[F:1])=[C:18]([F:37])[CH:19]=1. Procedure: A mixture of 2-fluoro benzoic acid (0.400 g), thionyl chloride (20 mL) and DMF (cat. amt.) was refluxed for 5 h and excess of solvent was removed under reduced pressure to obtain crude product. The obtained crude product was added to the solution of 5-(5-(aminomethyl)-2-chloro-4-fluorophenyl)-2-(4-chlorophenyl)-2H-1,2,4-triazol-3 (4H)-one (Intermediate-78, 0.250 g) and DIPEA (1.0 mL) in THF (20 mL) and the reaction mass was stirred for 3 h. After completion of reaction, reaction mass was quenche...